Dataset: the Open Reaction Database (ORD), a public repository of structured organic reaction records. Task: describe an organic reaction: reactants, conditions, products, and yield Starting materials: CCO, NN, COc1cc(N)c(Cl)cc1C(=O)NCC1CCN(CCCCCN2C(=O)c3ccccc3C2=O)CC1, O. Yields the product COc1cc(N)c(Cl)cc1C(=O)NCC1CCN(CCCCCN)CC1. As a reaction SMILES: [CH3:40][CH2:41][OH:42].[NH2:2][NH2:3].[NH2:4][c:5]1[cH:6][c:7]([O:38][CH3:39])[c:8]([C:9](=[O:10])[NH:11][CH2:12][CH:13]2[CH2:14][CH2:15][N:16]([CH2:19][CH2:20][CH2:21][CH2:22][CH2:23][N:24]3[C:25](=[O:26])[c:27]4[c:28]([cH:29][cH:30][cH:31][cH:32]4)[C:33]3=[O:34])[CH2:17][CH2:18]2)[cH:35][c:36]1[Cl:37].[OH2:1]>>[NH2:4][c:5]1[cH:6][c:7]([O:38][CH3:39])[c:8]([C:9](=[O:10])[NH:11][CH2:12][CH:13]2[CH2:14][CH2:15][N:16]([CH2:19][CH2:20][CH2:21][CH2:22][CH2:23][NH2:24])[CH2:17][CH2:18]2)[cH:35][c:36]1[Cl:37]. Product: C(C1=CC=CC=C1)=C1C(NC(S1)=S)=O (5-benzylidenerhodanine). Reported procedure: To a solution of 10 g (75.1 mmol) of rhodanine and 7.63 ml (75.1 mmol) of benzaldehyde in 150 ml of ethanol, 0.74 ml (7.5 mmol) of piperidine was added, and the mixture was heated under reflux for 5 hours. After cooling, the precipitated crystals were filtered and washed with cooled ethanol to give 11.07 g of the desired compound (66.6% yield, pale yellow crystals). Reaction SMILES: [S:1]1[CH2:7][C:5](=[O:6])[NH:4][C:2]1=[S:3].[CH:8](=O)[C:9]1[CH:14]=[CH:13][CH:12]=[CH:11][CH:10]=1.N1CCCCC1>C(O)C>[CH:8](=[C:7]1[S:1][C:2](=[S:3])[NH:4][C:5]1=[O:6])[C:9]1[CH:14]=[CH:13][CH:12]=[CH:11][CH:10]=1. Starting materials: S1C(=S)NC(=O)C1 (rhodanine), C(C1=CC=CC=C1)=O (benzaldehyde), N1CCCCC1 (piperidine). Yield: 66.6%. Run in C(C)O (ethanol). The reactants are O=C(CBr)CCN1C(=O)c2ccccc2C1=O, O=C([O-])[O-], [K+], [K+], CC(C)C(N)c1nc2cc(Cl)ccc2c(=O)n1Cc1ccccc1, CN(C)C=O, O. The product is CC(C)C(NCC(=O)CCN1C(=O)c2ccccc2C1=O)c1nc2cc(Cl)ccc2c(=O)n1Cc1ccccc1. As a reaction SMILES: [Br:25][CH2:26][C:27]([CH2:28][CH2:29][N:30]1[C:31](=[O:40])[c:32]2[cH:33][cH:34][cH:35][cH:36][c:37]2[C:38]1=[O:39])=[O:41].[C:42](=[O:43])([O-:44])[O-:45].[K+:46].[K+:47].[NH2:1][CH:2]([CH:3]([CH3:4])[CH3:5])[c:6]1[n:7][c:8]2[cH:9][c:10]([Cl:24])[cH:11][cH:12][c:13]2[c:14](=[O:23])[n:15]1[CH2:16][c:17]1[cH:18][cH:19][cH:20][cH:21][cH:22]1.[O:48]=[CH:49][N:50]([CH3:51])[CH3:52].[OH2:53]>>[NH:1]([CH:2]([CH:3]([CH3:4])[CH3:5])[c:6]1[n:7][c:8]2[cH:9][c:10]([Cl:24])[cH:11][cH:12][c:13]2[c:14](=[O:23])[n:15]1[CH2:16][c:17]1[cH:18][cH:19][cH:20][cH:21][cH:22]1)[CH2:26][C:27]([CH2:28][CH2:29][N:30]1[C:31](=[O:40])[c:32]2[cH:33][cH:34][cH:35][cH:36][c:37]2[C:38]1=[O:39])=[O:41]. The reactants are C12(CC3CC(CC(C1)C3)C2)CNC(C2=CC(=NC=C2Cl)Br)=O (N-(1-adamantylmethyl)-2-bromo-5-chloroisonicotinamide), C(C#C)N(C(OC(C)(C)C)=O)CCCOC1OCCCC1 (tert-butyl prop-2-ynyl[3-(tetrahydro-2H-pyran-2-yloxy)propyl]carbamate). Run in C(C)#N (acetonitrile), C(C)N(CC)CC (triethylamine). Run at time 2 hour. The product is C12(CC3CC(CC(C1)C3)C2)CNC(=O)C2=CC(=NC=C2Cl)C#CCN(C(OC(C)(C)C)=O)CCCOC2OCCCC2 (tert-Butyl 3-(4-{[(1-adamantylmethyl)amino]carbonyl}-5-chloropyridin-2-yl)prop-2-ynyl[3-(tetrahydro-2H-pyran-2-yloxy)propyl]carbamate). The yield is 58.0%. Reaction SMILES: [C:1]12([CH2:11][NH:12][C:13](=[O:22])[C:14]3[C:19]([Cl:20])=[CH:18][N:17]=[C:16](Br)[CH:15]=3)[CH2:10][CH:5]3[CH2:6][CH:7]([CH2:9][CH:3]([CH2:4]3)[CH2:2]1)[CH2:8]2.[CH2:23]([N:26]([CH2:34][CH2:35][CH2:36][O:37][CH:38]1[CH2:43][CH2:42][CH2:41][CH2:40][O:39]1)[C:27](=[O:33])[O:28][C:29]([CH3:32])([CH3:31])[CH3:30])[C:24]#[CH:25]>C(#N)C.C(N(CC)CC)C>[C:1]12([CH2:11][NH:12][C:13]([C:14]3[C:19]([Cl:20])=[CH:18][N:17]=[C:16]([C:25]#[C:24][CH2:23][N:26]([CH2:34][CH2:35][CH2:36][O:37][CH:38]4[CH2:43][CH2:42][CH2:41][CH2:40][O:39]4)[C:27](=[O:33])[O:28][C:29]([CH3:32])([CH3:30])[CH3:31])[CH:15]=3)=[O:22])[CH2:10][CH:5]3[CH2:6][CH:7]([CH2:9][CH:3]([CH2:4]3)[CH2:2]1)[CH2:8]2. Procedure: A suspension of N-(1-adamantylmethyl)-2-bromo-5-chloroisonicotinamide (Example 2(i)) (0.43 g) and tert-butyl prop-2-ynyl[3-(tetrahydro-2H-pyran-2-yloxy)propyl]carbamate (Example 2(ii)) (0.60 g) in anhydrous acetonitrile (6 ml) and triethylamine (6 ml) was purged with nitrogen for 5 minutes and then copper (I) iodide (0.004 g) and bis-triphenyphosphine palladium dichloride (0.014 g) were added. The mixture was stirred under nitrogen for 2 hours. The mixture was concentrated and the residue was pu... The reactants are COC(C1=CN=C(C=C1)C(=O)N1CCN(CC1)C1=NC=CC=C1NCC)=O (6-[1-[3-(ethylamino)-2-pyridyl]piperazin-4-yl-carbonyl]nicotinic acid methyl ester). Run in CO (methanol), C(C)(C)N (isopropylamine). Product: C(C)NC=1C(=NC=CC1)N1CCN(CC1)C(=O)C1=NC=C(C=C1)C(NC(C)C)=O (2-[1-[3-(ethylamino)-2-pyridyl]piperazin-4-yl-carbonyl]-5-(N-isopropylcarbamoyl)pyridine). Isolated yield 74.0%. RXN SMILES: C[O:2][C:3](=O)[C:4]1[CH:9]=[CH:8][C:7]([C:10]([N:12]2[CH2:17][CH2:16][N:15]([C:18]3[C:23]([NH:24][CH2:25][CH3:26])=[CH:22][CH:21]=[CH:20][N:19]=3)[CH2:14][CH2:13]2)=[O:11])=[N:6][CH:5]=1>CO.C(N)(C)C>[CH2:25]([NH:24][C:23]1[C:18]([N:15]2[CH2:16][CH2:17][N:12]([C:10]([C:7]3[CH:8]=[CH:9][C:4]([C:3](=[O:2])[NH:6][CH:7]([CH3:10])[CH3:8])=[CH:5][N:6]=3)=[O:11])[CH2:13][CH2:14]2)=[N:19][CH:20]=[CH:21][CH:22]=1)[CH3:26]. Procedure: 6-[1-[3-(ethylamino)-2-pyridyl]piperazin-4-yl-carbonyl]nicotinic acid methyl ester (2 g) was dissolved in methanol (25 ml) and with the addition of isopropylamine (5 ml), the mixture was heated to reflux for 12 hours. The mixture was concentrated under reduced pressure to remove the solvent. The residue was treated with ether for crystallization, and the solid was recrystallized with chloroform and hexane to give a desired compound of 1.59 g (yield: 74%).